This data is from the Open Reaction Database (ORD), a public repository of structured organic reaction records. The task is: describe an organic reaction: reactants, conditions, products, and yield Starting materials: COC1=C(C(=O)OC)C=C(C(=C1)NC(=O)C)S(=O)(=O)O (methyl 2-methoxy-4-acetamino-5-sulfobenzoate), sulfonic acid. Solvent: CO (methanol). Run at time 24 hour. The product is COC1=C(C(=O)OC)C=C(C(=C1)N)S(=O)(=O)O (Methyl 2-methoxy-4-amino-5-sulfo-benzoate). RXN SMILES: [CH3:1][O:2][C:3]1[CH:12]=[C:11]([NH:13]C(C)=O)[C:10]([S:17]([OH:20])(=[O:19])=[O:18])=[CH:9][C:4]=1[C:5]([O:7][CH3:8])=[O:6]>CO>[CH3:1][O:2][C:3]1[CH:12]=[C:11]([NH2:13])[C:10]([S:17]([OH:20])(=[O:19])=[O:18])=[CH:9][C:4]=1[C:5]([O:7][CH3:8])=[O:6]. Reported procedure: 75 liters of methanol is placed in a 100 liter reactor. It is agitated and 24.5 kg of finely ground methyl 2-methoxy-4-acetamino-5-sulfobenzoate is added. The sulfonic acid dissolves; the deacetylated derivative crystallises shortly afterwards. The reaction mixture is left at room temperature for 24 hours, with agitation, so as to complete precipitation. The product is drained in a centrifugal drier, washed twice, with 6 liters of methyl alcohol each time, and dried in a ventilated oven at 50° C... Solvent: O (water), O (Water), CCOCC (ether), CCOCC (ether). As a reaction SMILES: [CH2:1]([O:8][C:9]1[CH:14]=[CH:13][C:12]([O:15][CH2:16][C:17]2[CH:22]=[CH:21][CH:20]=[CH:19][CH:18]=2)=[CH:11][C:10]=1/[C:23](/[CH3:30])=[CH:24]\[C:25](OCC)=[O:26])[C:2]1[CH:7]=[CH:6][CH:5]=[CH:4][CH:3]=1.[H-].[Al+3].[Li+].[H-].[H-].[H-].[Cl-].[Al+3].[Cl-].[Cl-].[OH-].[Na+]>CCOCC.O>[CH2:1]([O:8][C:9]1[CH:14]=[CH:13][C:12]([O:15][CH2:16][C:17]2[CH:22]=[CH:21][CH:20]=[CH:19][CH:18]=2)=[CH:11][C:10]=1[CH:23]([CH3:30])[CH2:24][CH2:25][OH:26])[C:2]1[CH:3]=[CH:4][CH:5]=[CH:6][CH:7]=1 |f:1.2.3.4.5.6,7.8.9.10,11.12|. Product: C(C1=CC=CC=C1)OC1=C(C=C(C=C1)OCC1=CC=CC=C1)C(CCO)C (3-(2,5-Dibenzyloxyphenyl)-1-butanol). Reported procedure: A solution of ethyl 3-(2,5-dibenzyloxyphenyl)crotonate (24.1 g., 60 mM) in ether (250 ml.) is added to a mixture of lithium aluminum hydride (3.42 g., 90 mM) and ether (250 ml.). Aluminum chloride (0.18 g., 1.35 mM) is added and the mixture refluxed for 12 hours and then cooled. Water (3.4 ml.), sodium hydroxide (3.4 ml. of 6 N) and water (10 ml.) are then added successively to the reaction mixture. The inorganic salts which precipitate are filtered off and the filtrate is then concentrated in v... Starting materials: [OH-].[Na+] (sodium hydroxide), C(C1=CC=CC=C1)OC1=C(C=C(C=C1)OCC1=CC=CC=C1)\C(=C/C(=O)OCC)\C (ethyl 3-(2,5-dibenzyloxyphenyl)crotonate), [H-].[Al+3].[Li+].[H-].[H-].[H-] (lithium aluminum hydride), [Cl-].[Al+3].[Cl-].[Cl-] (Aluminum chloride).